Dataset: the Open Reaction Database (ORD), a public repository of structured organic reaction records. Task: describe an organic reaction: reactants, conditions, products, and yield Starting materials: CC=1C=CC(=CC1)C(=O)O (p-toluic acid), C1CO1 (ethylene oxide), C(CCC)[Li] (n-butyllithium), CCCCCC (hexane), C(C)(C)NC(C)C (diisopropylamine), Cl (hydrochloric acid). The solvent is C1CCOC1 (THF), CN(C)P(=O)(N(C)C)N(C)C (HMPA), O1CCCC1 (tetrahydrofuran), C1CCOC1 (THF), C1CCOC1 (THF). Conditions: temperature -78 celsius, time 20 minute. The product is OCCCC1=CC=C(C(=O)O)C=C1 (4-(3-Hydroxy propyl)benzoic acid). Reaction SMILES: C([Li])CCC.CCCCCC.C(NC(C)C)(C)C.[CH3:19][C:20]1[CH:21]=[CH:22][C:23]([C:26]([OH:28])=[O:27])=[CH:24][CH:25]=1.[CH2:29]1[O:31][CH2:30]1.Cl>O1CCCC1.CN(P(N(C)C)(N(C)C)=O)C>[OH:31][CH2:30][CH2:29][CH2:19][C:20]1[CH:25]=[CH:24][C:23]([C:26]([OH:28])=[O:27])=[CH:22][CH:21]=1. Procedure details: 1.7M n-butyllithium in hexane (19.4 ml, 33 mmole) was added dropwise to a chilled (-78° C.) and stirred solution of diisopropylamine (4.63 ml, 33 mmole) in 20 ml of dry tetrahydrofuran (hereinafter THF). After 20 minutes, a solution of p-toluic acid (2.042 g, 15 mmole) in 20 ml of dry THF was added dropwise. After stirring at -78° C. for another 1.5 hours, 4 ml of HMPA was added followed immediately by a solution of ethylene oxide (2.99 g, 67.9 mmole) in 10 ml of dry THF. The resulting solution ...